From a dataset of the Open Reaction Database (ORD), a public repository of structured organic reaction records. describe an organic reaction: reactants, conditions, products, and yield Starting materials: C(C)(C)N=C=O (Isopropyl isocyanate), C(C)OCC=1N(C2=C(C(=NC=3C=CC(=CC23)OC2CCNCC2)N)N1)CCC (2-(ethoxymethyl)-8-(piperidin-4-yloxy)-1-propyl-1H-imidazo[4,5-c]quinolin-4-amine). Solvent: ClCCl (dichloromethane), ClCCl (dichloromethane). Product: NC1=NC=2C=CC(=CC2C2=C1N=C(N2CCC)COCC)OC2CCN(CC2)C(=O)NC(C)C (4-{[4-amino-2-(ethoxymethyl)-1-propyl-1H-imidazo[4,5-c]quinolin-8-yl]oxy}-N-isopropylpiperidine-1-carboxamide). Yield: 83.5%. RXN SMILES: [CH:1]([N:4]=[C:5]=[O:6])([CH3:3])[CH3:2].[CH2:7]([O:9][CH2:10][C:11]1[N:12]([CH2:32][CH2:33][CH3:34])[C:13]2[C:22]3[CH:21]=[C:20]([O:23][CH:24]4[CH2:29][CH2:28][NH:27][CH2:26][CH2:25]4)[CH:19]=[CH:18][C:17]=3[N:16]=[C:15]([NH2:30])[C:14]=2[N:31]=1)[CH3:8]>ClCCl>[NH2:30][C:15]1[C:14]2[N:31]=[C:11]([CH2:10][O:9][CH2:7][CH3:8])[N:12]([CH2:32][CH2:33][CH3:34])[C:13]=2[C:22]2[CH:21]=[C:20]([O:23][CH:24]3[CH2:25][CH2:26][N:27]([C:5]([NH:4][CH:1]([CH3:3])[CH3:2])=[O:6])[CH2:28][CH2:29]3)[CH:19]=[CH:18][C:17]=2[N:16]=1. Procedure details: Isopropyl isocyanate (0.190 mL, 1.90 mmol) was added dropwise to a solution of 2-(ethoxymethyl)-8-(piperidin-4-yloxy)-1-propyl-1H-imidazo[4,5-c]quinolin-4-amine (prepared as described in Example 411, 0.730 g, 1.90 mmol) in dichloromethane (15 mL) at room temperature. The reaction was diluted with dichloromethane and stirred vigorously. A precipitate formed that was isolated by filtration to afford 0.743 g of 4-{[4-amino-2-(ethoxymethyl)-1-propyl-1H-imidazo[4,5-c]quinolin-8-yl]oxy}-N-isopropylpip... The reactants are FC(OC=1C=C(C=CC1)C1=COC2=C1C=C(C=C2)C2=NN=C(O2)[C@H](C)O)(F)F ((1S)-1-[5-[3-[3-(trifluoromethoxy)phenyl]-1-benzofuran-5-yl]-1,3,4-oxadiazol-2-yl]ethanol), C(C)(=O)O (acetic acid), C1(=CC=CC=C1)P(C1=CC=CC=C1)C1=CC=CC=C1 (triphenylphosphine), N(=NC(=O)OCC)C(=O)OCC.C1(=CC=CC=C1)C (diethyl azodicarboxylate toluene). Run in O1CCCC1 (tetrahydrofuran), C(C)(=O)OCC (ethyl acetate). Reaction conditions: time 8 hour. The product is C(C)(=O)O[C@H](C)C=1OC(=NN1)C=1C=CC2=C(C(=CO2)C2=CC(=CC=C2)OC(F)(F)F)C1 ((1R)-1-[5-[3-[3-(trifluoromethoxy)phenyl]-1-benzofuran-5-yl]-1,3,4-oxadiazol-2-yl]ethyl acetate). Isolated yield 93.9%. RXN SMILES: [F:1][C:2]([F:28])([F:27])[O:3][C:4]1[CH:5]=[C:6]([C:10]2[C:14]3[CH:15]=[C:16]([C:19]4[O:23][C:22]([C@@H:24]([OH:26])[CH3:25])=[N:21][N:20]=4)[CH:17]=[CH:18][C:13]=3[O:12][CH:11]=2)[CH:7]=[CH:8][CH:9]=1.[C:29](O)(=[O:31])[CH3:30].C1(P(C2C=CC=CC=2)C2C=CC=CC=2)C=CC=CC=1.N(C(OCC)=O)=NC(OCC)=O.C1(C)C=CC=CC=1>O1CCCC1.C(OCC)(=O)C>[C:29]([O:26][C@@H:24]([C:22]1[O:23][C:19]([C:16]2[CH:17]=[CH:18][C:13]3[O:12][CH:11]=[C:10]([C:6]4[CH:7]=[CH:8][CH:9]=[C:4]([O:3][C:2]([F:27])([F:1])[F:28])[CH:5]=4)[C:14]=3[CH:15]=2)=[N:20][N:21]=1)[CH3:25])(=[O:31])[CH3:30] |f:3.4|. Reported procedure: To a solution of (1S)-1-[5-[3-[3-(trifluoromethoxy)phenyl]-1-benzofuran-5-yl]-1,3,4-oxadiazol-2-yl]ethanol (390 mg, 1.00 mmol), acetic acid (0.114 mL, 2.00 mmol) and triphenylphosphine (394 mg, 1.50 mmol) in tetrahydrofuran (5 mL) was added dropwise 40% diethyl azodicarboxylate-toluene solution (0.653 mL, 1.50 mmol) at 0° C., and the resulting mixture was stirred overnight at room temperature. The reaction mixture was diluted with ethyl acetate, washed with saturated aqueous sodium hydrogen carb... The reactants are COC(=O)c1ccc(Br)c(C)c1, O=C([O-])[O-], C1CCNCC1, C1COCCO1, [Cs+], [Cs+], c1ccc(P(c2ccccc2)c2ccc3ccccc3c2-c2c(P(c3ccccc3)c3ccccc3)ccc3ccccc23)cc1. Product: COC(=O)c1ccc(N2CCCCC2)c(C)c1. RXN SMILES: [Br:1][c:2]1[c:3]([CH3:12])[cH:4][c:5]([C:6](=[O:7])[O:8][CH3:9])[cH:10][cH:11]1.[C:13](=[O:14])([O-:15])[O-:16].[CH2:19]1[CH2:20][CH2:21][NH:22][CH2:23][CH2:24]1.[CH2:71]1[O:72][CH2:73][CH2:74][O:75][CH2:76]1.[Cs+:17].[Cs+:18].[cH:25]1[cH:26][cH:27][c:28]([P:29]([c:30]2[cH:31][cH:32][c:33]3[c:34]([cH:35][cH:36][cH:37][cH:38]3)[c:39]2-[c:40]2[c:41]3[c:42]([cH:43][cH:44][cH:45][cH:46]3)[cH:47][cH:48][c:49]2[P:50]([c:51]2[cH:52][cH:53][cH:54][cH:55][cH:56]2)[c:57]2[cH:58][cH:59][cH:60][cH:61][cH:62]2)[c:63]2[cH:64][cH:65][cH:66][cH:67][cH:68]2)[cH:69][cH:70]1>>[c:2]1([N:22]2[CH2:21][CH2:20][CH2:19][CH2:24][CH2:23]2)[c:3]([CH3:12])[cH:4][c:5]([C:6](=[O:7])[O:8][CH3:9])[cH:10][cH:11]1. The reagents and catalysts are S(=O)(=O)(O)[O-].C(CCC)[N+](CCCC)(CCCC)CCCC (tetrabutylammonium hydrogen sulphate). The reactants are IC(C)C (2-Iodopropane), S1C2=C(C=C1)C=C(C=C2)CC#N (benzo(b)thiophene-5-acetonitrile), [OH-].[Na+] (sodium hydroxide). Yields the product C(C)(C)C(C#N)C1=CC2=C(SC=C2)C=C1 (α-isopropylbenzo(b)thiophene-5-acetonitrile). Reported procedure: 2-Iodopropane (5.10 g, 0.03 mol) was added to a well stirred mixture of benzo(b)thiophene-5-acetonitrile (2.62 g, 0.015 mol), tetrabutylammonium hydrogen sulphate (5.10 g, 0.015 mol), sodium hydroxide (47% w/w, 1.72 cm3, 0.03 mol) and the mixture was refluxed for 6 hr. with vigorous stirring. The organic layer was washed with water, dried (Na2SO4), filtered and the solvent was removed. The residue was chromatographed on silica using toluene as the eluant and the component with RF 0.52 was isolat... Yield: 62.0%. Reaction SMILES: I[CH:2]([CH3:4])[CH3:3].[S:5]1[CH:9]=[CH:8][C:7]2[CH:10]=[C:11]([CH2:14][C:15]#[N:16])[CH:12]=[CH:13][C:6]1=2.[OH-].[Na+]>S([O-])(O)(=O)=O.C([N+](CCCC)(CCCC)CCCC)CCC>[CH:2]([CH:14]([C:11]1[CH:12]=[CH:13][C:6]2[S:5][CH:9]=[CH:8][C:7]=2[CH:10]=1)[C:15]#[N:16])([CH3:4])[CH3:3] |f:2.3,4.5|. Starting materials: [OH-].[Na+] (sodium hydroxide), CON=C(C(=O)OCC)C1(C)OCCO1 (ethyl 2-methoxyimino-3,3-ethylenedioxybutyrate). Solvent: C(C)O (ethanol). Reaction conditions: time 8 hour. The product is CON=C(C(=O)O)C1(C)OCCO1 (2-methoxyimino-3,3-ethylenedioxybutyric acid). The yield is 79.1%. Reaction SMILES: [OH-].[Na+].[CH3:3][O:4][N:5]=[C:6]([C:12]1([O:17][CH2:16][CH2:15][O:14]1)[CH3:13])[C:7]([O:9]CC)=[O:8]>C(O)C>[CH3:3][O:4][N:5]=[C:6]([C:12]1([O:14][CH2:15][CH2:16][O:17]1)[CH3:13])[C:7]([OH:9])=[O:8] |f:0.1|. Procedure details: 1N Aqueous sodium hydroxide (130 ml) was added to a solution of ethyl 2-methoxyimino-3,3-ethylenedioxybutyrate (syn isomer, 25.7 g) in ethanol (150 ml), and stirred at ambient temperature overnight. The resultant solution was concentrated under reduced pressure. The residue was dissolved in a saturated aqueous solution of sodium chloride (80 ml) and washed with diethyl ether. Diethyl ether (100 ml) was added to the aqueous solution, adjusted to pH 1 with 10% hydrochloric acid and the diethyl eth... Starting materials: CC=1C=C(C(=O)OC)C=C(C1O)C (methyl 3,5-dimethyl-4-hydroxybenzoate), C(C)(=O)OC(C)=O (Acetic anhydride). Solvent: N1=CC=CC=C1 (pyridine). Reaction conditions: time 30 minute. The product is C(C)(=O)OC1=C(C=C(C(=O)OC)C=C1C)C (methyl 4-acetoxy-3,5-dimethylbenzoate). As a reaction SMILES: [CH3:1][C:2]1[CH:3]=[C:4]([CH:9]=[C:10]([CH3:13])[C:11]=1[OH:12])[C:5]([O:7][CH3:8])=[O:6].[C:14](OC(=O)C)(=[O:16])[CH3:15]>N1C=CC=CC=1>[C:14]([O:12][C:11]1[C:10]([CH3:13])=[CH:9][C:4]([C:5]([O:7][CH3:8])=[O:6])=[CH:3][C:2]=1[CH3:1])(=[O:16])[CH3:15]. Procedure details: A solution of methyl 3,5-dimethyl-4-hydroxybenzoate (2.146 g) in pyridine (20 mL) was cooled in an ice-bath under a nitrogen atmosphere. Acetic anhydride (5 mL) was added drop wise and after 30 minutes at 0° C., the reaction was warmed to room temperature and stirred for 2-3 hours. The solvent was then removed under reduced pressure and the crude product was dissolved in ethyl acetate (50 mL). This solution was washed with 1 N HCl, water and brine. It was then dried over anhydrous magnesium sulf... The reactants are BrC1=C(N=C2N1C=CC=C2OCC2=C(C(=CC=C2Cl)N(C)C(CNC(CBr)=O)=O)Cl)C (3-bromo-8-[2,6-dichloro-3-[N-(bromoacetylglycyl)-N-methylamino]benzyloxy]-2-methylimidazo[1,2-a]pyridine), solution, CN (methylamine). Run in CO (methanol). Conditions: time 1 hour. Product: BrC1=C(N=C2N1C=CC=C2OCC2=C(C(=CC=C2Cl)N(C)C(CNC(CNC)=O)=O)Cl)C (3-bromo-8-[2,6-dichloro-3-[N-(sarcosylglycyl)-N-methylamino]benzyloxy]-2-methylimidazo[1,2-a]pyridine). RXN SMILES: [Br:1][C:2]1[N:6]2[CH:7]=[CH:8][CH:9]=[C:10]([O:11][CH2:12][C:13]3[C:18]([Cl:19])=[CH:17][CH:16]=[C:15]([N:20]([C:22](=[O:29])[CH2:23][NH:24][C:25](=[O:28])[CH2:26]Br)[CH3:21])[C:14]=3[Cl:30])[C:5]2=[N:4][C:3]=1[CH3:31].[CH3:32][NH2:33]>CO>[Br:1][C:2]1[N:6]2[CH:7]=[CH:8][CH:9]=[C:10]([O:11][CH2:12][C:13]3[C:18]([Cl:19])=[CH:17][CH:16]=[C:15]([N:20]([C:22](=[O:29])[CH2:23][NH:24][C:25](=[O:28])[CH2:26][NH:33][CH3:32])[CH3:21])[C:14]=3[Cl:30])[C:5]2=[N:4][C:3]=1[CH3:31]. Procedure: A mixture of 3-bromo-8-[2,6-dichloro-3-[N-(bromoacetylglycyl)-N-methylamino]benzyloxy]-2-methylimidazo[1,2-a]pyridine (150 mg) and 30% solution of methylamine in methanol (2 ml) was stirred for 1 hour at ambient temperature. The mixture was concentrated in vacuo, and the residue was purified by silica gel column chromatography (methylene chloride:methanol=10:1, V/V) to give 3-bromo-8-[2,6-dichloro-3-[N-(sarcosylglycyl)-N-methylamino]benzyloxy]-2-methylimidazo[1,2-a]pyridine (103 mg). The reactants are C1CCOC1, CCN, N#Cc1c(Cl)nc(SCc2csc(-c3ccc(Cl)cc3)n2)c(C#N)c1-c1ccc(OCCO)cc1, O. Yields the product CCNc1nc(SCc2csc(-c3ccc(Cl)cc3)n2)c(C#N)c(-c2ccc(OCCO)cc2)c1C#N. As a reaction SMILES: [CH2:40]1[O:41][CH2:42][CH2:43][CH2:44]1.[CH3:36][CH2:37][NH2:38].[Cl:1][c:2]1[n:3][c:4]([S:22][CH2:23][c:24]2[n:25][c:26](-[c:29]3[cH:30][cH:31][c:32]([Cl:35])[cH:33][cH:34]3)[s:27][cH:28]2)[c:5]([C:20]#[N:21])[c:6](-[c:10]2[cH:11][cH:12][c:13]([O:16][CH2:17][CH2:18][OH:19])[cH:14][cH:15]2)[c:7]1[C:8]#[N:9].[OH2:39]>>[c:2]1([NH:38][CH2:37][CH3:36])[n:3][c:4]([S:22][CH2:23][c:24]2[n:25][c:26](-[c:29]3[cH:30][cH:31][c:32]([Cl:35])[cH:33][cH:34]3)[s:27][cH:28]2)[c:5]([C:20]#[N:21])[c:6](-[c:10]2[cH:11][cH:12][c:13]([O:16][CH2:17][CH2:18][OH:19])[cH:14][cH:15]2)[c:7]1[C:8]#[N:9].